From a dataset of the Open Reaction Database (ORD), a public repository of structured organic reaction records. describe an organic reaction: reactants, conditions, products, and yield Reactants: C1(C=2C(C(N1)=O)=CC=CC2)=O.[K] (potassium phthalimide), O (water), CN(C)C=O (DMF). Conditions: time 30 minute. Yields the product O1[C@H](COC2=C1C=CC=C2)CN2C(C1=CC=CC=C1C2=O)=O ((2S)-2-(2,3-Dihydro-benzo[1,4]dioxin-2-ylmethyl)-isoindole-1,3-dione). Reaction SMILES: [C:1]1(=[O:11])[NH:5][C:4](=[O:6])[C:3]2=[CH:7][CH:8]=[CH:9][CH:10]=[C:2]12.[K].[OH2:13].CN([CH:17]=[O:18])C>>[O:18]1[C:17]2[CH:4]=[CH:3][CH:7]=[CH:8][C:9]=2[O:13][CH2:1][C@@H:2]1[CH2:10][N:5]1[C:1](=[O:11])[C:2]2[C:3](=[CH:7][CH:8]=[CH:9][CH:10]=2)[C:4]1=[O:6] |f:0.1,^1:11|. Procedure: The white solid was combined with potassium phthalimide (14.4 g, 78 mmol) in DMF (250 mL) and heated to reflux for 1 h, cooled to room temperature and poured into vigorously stirring water (1.5 L) and stirred 30 min. White solid was filtered and the solid was washed several times with water, 2% NaOH, and water again and let air dry to yield a (2S)-2-(2,3-Dihydro-benzo[1,4]dioxin-2-ylmethyl)-isoindole-1,3-dione as white powdery solid.